Dataset: the Open Reaction Database (ORD), a public repository of structured organic reaction records. Task: describe an organic reaction: reactants, conditions, products, and yield Reaction conditions: temperature 0 celsius, time 30 minute. Reactants: solution, bis(diphenylphosphine)palladium(II) chloride, BrC1=C(C=CC=C1)I (2-bromoiodobenzene), solution, C(C)(CC)[Li] (s-butyllithium), CN(C)C[C-]1C=CC=C1.[CH-]1C=CC=C1.[Fe+2] (N,N-dimethylaminomethylferrocene), L7. As a reaction SMILES: C([Li])(CC)C.[CH3:6][N:7]([CH2:9][C-:10]1[CH:14]=[CH:13][CH:12]=[CH:11]1)[CH3:8].[CH-:15]1[CH:19]=[CH:18][CH:17]=[CH:16]1.[Fe+2:20].[Br:21][C:22]1[CH:27]=[CH:26][CH:25]=[CH:24][C:23]=1I>C1CCCCC1.C1COCC1.C(OCC)C.[Cl-].[Cl-].[Zn+2]>[Br:21][C:22]1[CH:27]=[CH:26][CH:25]=[CH:24][C:23]=1[C:11]1[C-:10]([CH2:9][N:7]([CH3:8])[CH3:6])[CH:14]=[CH:13][CH:12]=1.[CH-:15]1[CH:19]=[CH:18][CH:17]=[CH:16]1.[Fe+2:20] |f:1.2.3,8.9.10,11.12.13|. The reagents and catalysts are [Cl-].[Cl-].[Zn+2] (ZnCl2). Procedure: 46 ml (60 mmol) of a 1.3 molar solution of s-butyllithium in cyclohexane are added dropwise to a degassed solution of 12 g (49.4 mmol) of N,N-dimethylaminomethylferrocene in 40 ml of THF while cooling in ice. The solution is stirred at 0° C. for 30 minutes, and 74 ml of a 1 molar solution of ZnCl2 in diethyl ether are subsequently added dropwise, likewise at 0° C. The reaction mixture is stirred at room temperature for 1 hour, after which 3.5 g (5 mmol) of bis(diphenylphosphine)palladium(II) chl... Yields the product BrC1=C(C=CC=C1)C=1[C-](C=CC1)CN(C)C.[CH-]1C=CC=C1.[Fe+2] (2-(2-Bromophenyl)-1-(N,N-dimethylaminomethyl)ferrocene). Run in C(C)OCC (diethyl ether), C1CCOC1 (THF), C1CCCCC1 (cyclohexane), C1CCOC1 (THF). Starting materials: C1(=CC=CC=C1)O (Phenol), [H-].[Na+] (sodium hydride), ClC=1C2=C(SC1C(=O)OCC)C=C(C=C2)OCC=2C=NC=CC2 (Ethyl 3-chloro-6-(3-pyridylmethoxy)benzo[b]thiophene-2-carboxylate). The solvent is CN(C=O)C (dimethylformamide). Conditions: temperature 75 celsius. Yields the product O(C1=CC=CC=C1)C=1C2=C(SC1C(=O)OCC)C=C(C=C2)OCC=2C=NC=CC2 (Ethyl 3-(phenoxy)-6-(3-pyridylmethoxy)benzo[b]thiophen-2-carboxylate). The yield is 17.0%. As a reaction SMILES: [C:1]1([OH:7])[CH:6]=[CH:5][CH:4]=[CH:3][CH:2]=1.[H-].[Na+].Cl[C:11]1[C:12]2[CH:24]=[CH:23][C:22]([O:25][CH2:26][C:27]3[CH:28]=[N:29][CH:30]=[CH:31][CH:32]=3)=[CH:21][C:13]=2[S:14][C:15]=1[C:16]([O:18][CH2:19][CH3:20])=[O:17]>CN(C)C=O>[O:7]([C:11]1[C:12]2[CH:24]=[CH:23][C:22]([O:25][CH2:26][C:27]3[CH:28]=[N:29][CH:30]=[CH:31][CH:32]=3)=[CH:21][C:13]=2[S:14][C:15]=1[C:16]([O:18][CH2:19][CH3:20])=[O:17])[C:1]1[CH:6]=[CH:5][CH:4]=[CH:3][CH:2]=1 |f:1.2|. Procedure details: Phenol (108 mg, 1.15 mmol) was added to a stirred suspension of sodium hydride (46 mg of 60% dispersion in mineral oil, 1.15 mmol) in anhydrous dimethylformamide (1 ml), under a nitrogen atmosphere. Ethyl 3-chloro-6-(3-pyridylmethoxy)benzo[b]thiophene-2-carboxylate (Preparation 4, 200 mg, 0.58 mmol) was added to the mixture after 30 minutes, and the mixture was then heated to 75° C. for 48 hours. The reaction was partitioned between ethyl acetate and water. The organics were separated and washed...